From a dataset of the Open Reaction Database (ORD), a public repository of structured organic reaction records. describe an organic reaction: reactants, conditions, products, and yield The reactants are C(C)(C)(C)OC(=O)NC12CNCCC2C1 (1-tert-butoxycarbonylamino-3-azabicyclo-[4.1.0]heptane), ethyl ester, ClC1=C(C=C2C(C(=CN(C2=N1)C1=C(C=C(C=C1)F)F)C(=O)O)=O)F (7-chloro-6-fluoro-1-(2,4-difluorophenyl) 1,4-dihydro-4-oxo-1,8-naphthyridine-3-carboxylic acid), C(C)#N (acetonitrile). Yields the product C(C)(C)(C)OC(=O)NC12CN(CCC2C1)C1=C(C=C2C(C(=CN(C2=N1)C1=C(C=C(C=C1)F)F)C(=O)OCC)=O)F (7-(1-tert-Butoxycarbonylamino-3-azabicyclo[4.1.0]-hept-3-yl)-6-fluoro-1-(2,4-difluorophenyl)-1,4-dihydro-4-oxo-1,8-naphthyridine-3-carboxylic acid, ethyl ester). Yield: 88.0%. RXN SMILES: [C:1]([O:5][C:6]([NH:8][C:9]12[CH2:15][CH:14]1[CH2:13][CH2:12][NH:11][CH2:10]2)=[O:7])([CH3:4])([CH3:3])[CH3:2].Cl[C:17]1[N:26]=[C:25]2[C:20]([C:21](=[O:38])[C:22]([C:35]([OH:37])=[O:36])=[CH:23][N:24]2[C:27]2[CH:32]=[CH:31][C:30]([F:33])=[CH:29][C:28]=2[F:34])=[CH:19][C:18]=1[F:39].[C:40](#N)[CH3:41]>>[C:1]([O:5][C:6]([NH:8][C:9]12[CH2:15][CH:14]1[CH2:13][CH2:12][N:11]([C:17]1[N:26]=[C:25]3[C:20]([C:21](=[O:38])[C:22]([C:35]([O:37][CH2:40][CH3:41])=[O:36])=[CH:23][N:24]3[C:27]3[CH:32]=[CH:31][C:30]([F:33])=[CH:29][C:28]=3[F:34])=[CH:19][C:18]=1[F:39])[CH2:10]2)=[O:7])([CH3:4])([CH3:2])[CH3:3]. Procedure: A solution of 1-tert-butoxycarbonylamino-3-azabicyclo-[4.1.0]heptane (200 mg, 0.94 mmol) and the ethyl ester of 7-chloro-6-fluoro-1-(2,4-difluorophenyl) 1,4-dihydro-4-oxo-1,8-naphthyridine-3-carboxylic acid (327 mg, 0.85 mmol) in acetonitrile (12 ml) was heated at reflux for 3 hours. Solvent was removed in vacuo, and the residue was chromatographed on silica gel (eluant: 50% ethyl acetate/-hexane) to afford the title produce as an off-white solid (423 mg, 0.758 mmol, 88% yield). The reactants are C([O-])([O-])=O.[Cs+].[Cs+] (Cesium carbonate), N12CC(C(CC1)CC2)NC(=O)C=2C=CC=C1C2N=C(O1)C1=CC=C(C=C1)I (N-(1-azabicyclo[2.2.2]oct-3-yl)-2-(4-iodophenyl)benzoxazole-4-carboxamide), NC1=CC=CC=C1 (aniline), C=1C=CC(=CC1)P(C=2C=CC=CC2)C3=CC=C4C=CC=CC4=C3C5=C6C=CC=CC6=CC=C5P(C=7C=CC=CC7)C=8C=CC=CC8 (BINAP). Reagents/catalysts: C(C)(=O)[O-].[Pd+2].C(C)(=O)[O-] (palladium acetate). Solvent: C1(=CC=CC=C1)C (toluene). Reaction conditions: time 30 minute. Product: N12CC(C(CC1)CC2)NC(=O)C=2C=CC=C1C2N=C(O1)C1=CC=C(C=C1)NC1=CC=CC=C1 (N-(1-azabicyclo[2.2.2]oct-3-yl)-2-(4-phenylaminophenyl)benzoxazole-4-carboxamide). Yield: 84.0%. As a reaction SMILES: [N:1]12[CH2:8][CH2:7][CH:4]([CH2:5][CH2:6]1)[CH:3]([NH:9][C:10]([C:12]1[CH:13]=[CH:14][CH:15]=[C:16]3[O:20][C:19]([C:21]4[CH:26]=[CH:25][C:24](I)=[CH:23][CH:22]=4)=[N:18][C:17]=13)=[O:11])[CH2:2]2.[NH2:28][C:29]1[CH:34]=[CH:33][CH:32]=[CH:31][CH:30]=1.C1C=CC(P(C2C(C3C(P(C4C=CC=CC=4)C4C=CC=CC=4)=CC=C4C=3C=CC=C4)=C3C(C=CC=C3)=CC=2)C2C=CC=CC=2)=CC=1.C(=O)([O-])[O-].[Cs+].[Cs+]>C([O-])(=O)C.[Pd+2].C([O-])(=O)C.C1(C)C=CC=CC=1>[N:1]12[CH2:8][CH2:7][CH:4]([CH2:5][CH2:6]1)[CH:3]([NH:9][C:10]([C:12]1[CH:13]=[CH:14][CH:15]=[C:16]3[O:20][C:19]([C:21]4[CH:26]=[CH:25][C:24]([NH:28][C:29]5[CH:34]=[CH:33][CH:32]=[CH:31][CH:30]=5)=[CH:23][CH:22]=4)=[N:18][C:17]=13)=[O:11])[CH2:2]2 |f:3.4.5,6.7.8|. Procedure: A mixture of N-(1-azabicyclo[2.2.2]oct-3-yl)-2-(4-iodophenyl)benzoxazole-4-carboxamide (27 mg, 0.057 mmol), aniline (10.4 μL, 0.114 mmol), palladium acetate (1.3 mg, 0.0057 mmol), racemic BINAP (10.6 mg, 0.017 mmol) and toluene (2 mL) was stirred under nitrogen at room temperature for 30 min. Cesium carbonate (37 mg, 0.11 mmol) was added and the mixture was heated at 110° C. under nitrogen for 5 h. The mixture was cooled to room temperature, quenched with saturated aqueous sodium bicarbonate, ex... Reactants: CCC(C#Cc1ccc(C(CC)(CC)c2ccc(-c3ccc(CC(=O)OC)cc3)c(C)c2)cc1C)(CC)O[Si](C)(C)C, CCCC[N+](CCCC)(CCCC)CCCC, CCOC(C)=O, [F-], C1CCOC1. Yields the product CCC(O)(C#Cc1ccc(C(CC)(CC)c2ccc(-c3ccc(CC(=O)OC)cc3)c(C)c2)cc1C)CC. Reaction SMILES: [CH3:19][O:20][C:21]([CH2:22][c:23]1[cH:24][cH:25][c:26](-[c:29]2[c:30]([CH3:59])[cH:31][c:32]([C:35]([CH2:36][CH3:37])([c:38]3[cH:39][c:40]([CH3:56])[c:41]([C:44]#[C:45][C:46]([CH2:47][CH3:48])([O:49][Si:50]([CH3:51])([CH3:52])[CH3:53])[CH2:54][CH3:55])[cH:42][cH:43]3)[CH2:57][CH3:58])[cH:33][cH:34]2)[cH:27][cH:28]1)=[O:60].[CH3:2][CH2:3][CH2:4][CH2:5][N+:6]([CH2:7][CH2:8][CH2:9][CH3:10])([CH2:11][CH2:12][CH2:13][CH3:14])[CH2:15][CH2:16][CH2:17][CH3:18].[CH3:66][CH2:67][O:68][C:69](=[O:70])[CH3:71].[F-:1].[O:61]1[CH2:62][CH2:63][CH2:64][CH2:65]1>>[CH3:19][O:20][C:21]([CH2:22][c:23]1[cH:24][cH:25][c:26](-[c:29]2[c:30]([CH3:59])[cH:31][c:32]([C:35]([CH2:36][CH3:37])([c:38]3[cH:39][c:40]([CH3:56])[c:41]([C:44]#[C:45][C:46]([CH2:47][CH3:48])([OH:49])[CH2:54][CH3:55])[cH:42][cH:43]3)[CH2:57][CH3:58])[cH:33][cH:34]2)[cH:27][cH:28]1)=[O:60].